Dataset: the Open Reaction Database (ORD), a public repository of structured organic reaction records. Task: describe an organic reaction: reactants, conditions, products, and yield Starting materials: OS(=O)(=O)O (H2SO4), CC1=C(CP(OCC)(OCC)=O)C=CC=C1 (diethyl 2-methylbenzylphosphonate), [O-][Mn](=O)(=O)=O.[K+] (KMnO4), C(=O)([O-])[O-].[Na+].[Na+] (Na2CO3). Solvent: O (water). The product is C(=O)(O)C1=C(CP(OCC)(OCC)=O)C=CC=C1 (Diethyl 2-carboxybenzylphosphonate). RXN SMILES: C[C:2]1[CH:16]=[CH:15][CH:14]=[CH:13][C:3]=1[CH2:4][P:5](=[O:12])([O:9][CH2:10][CH3:11])[O:6][CH2:7][CH3:8].[O-][Mn](=O)(=O)=O.[K+].[C:23]([O-:26])([O-])=[O:24].[Na+].[Na+].OS(O)(=O)=O>O>[C:23]([C:2]1[CH:16]=[CH:15][CH:14]=[CH:13][C:3]=1[CH2:4][P:5](=[O:12])([O:9][CH2:10][CH3:11])[O:6][CH2:7][CH3:8])([OH:26])=[O:24] |f:1.2,3.4.5|. Procedure: 4 g of diethyl 2-methylbenzylphosphonate were added to a solution of 12 g of KMnO4 and 4 g of Na2CO3 in 300 ml of water and the mixture was boiled under reflux for 24 hours. It was acidified with 15 ml of concentrated H2SO4 and extracted five times with 300 ml of ether each time. The organic phase was dried over MgSO4, the solvent was evaporated off on a rotary evaporator and the residue was chromatographed over silica gel (CH2Cl2 /methanol/triethylamine 9/1/0.1). Starting materials: C(CC(=O)C)(=O)OCC (ethyl acetoacetate), C(O)(O)=O.FC1=CC=C(C=C1)NC(=N)N (4-fluorophenylguanidine carbonate), CN(C=O)C (dimethylformamide). The solvent is C(C)OCC (Ethyl ether). The product is CC1=CC(=NC(=N1)NC1=CC=C(C=C1)F)O (6-methyl-4-hydroxy-2-(4-fluorophenylamino)pyrimidine). The yield is 30.2%. Reaction SMILES: [C:1]([O:7]CC)(=O)[CH2:2][C:3]([CH3:5])=O.C(=O)(O)O.[F:14][C:15]1[CH:20]=[CH:19][C:18]([NH:21][C:22]([NH2:24])=[NH:23])=[CH:17][CH:16]=1.CN(C)C=O>C(OCC)C>[CH3:5][C:3]1[N:23]=[C:22]([NH:21][C:18]2[CH:19]=[CH:20][C:15]([F:14])=[CH:16][CH:17]=2)[N:24]=[C:1]([OH:7])[CH:2]=1 |f:1.2|. Reported procedure: A mixture solution of ethyl acetoacetate(3.8 ml, 30.3 mmol), 4-fluorophenylguanidine carbonate(5 g, 26.3 mmol), and dimethylformamide(5 ml) was refluxed for 2 hours and cooled to a room temperature. Ethyl ether was added to the reaction mixture and the resulting solid was filtered, washed with ethyl ether, and concentrated under a reduced pressure to give 1.74 g of the titled compound. (Yield 30%) Procedure: A stirred mixture of 4-cyano-5-di(phenoxycarbonyl)amino-1-(2,3,4-trichlorophenyl)pyrazole (30 g) in methanol (600 ml) was heated at reflux for 80 hours. After cooling the reaction mixture was evaporated and the residue was suspended in dichloromethane (250 ml). The insoluble material was filtered off to give 4-cyano-5-methoxycarbonylamino-1-(2,3,4-trichlorophenyl)pyrazole (11.5 g), m.p. 205°-207° C., in the form of a colourless solid. Run in CO (methanol). Product: C(#N)C=1C=NN(C1NC(=O)OC)C1=C(C(=C(C=C1)Cl)Cl)Cl (4-cyano-5-methoxycarbonylamino-1-(2,3,4-trichlorophenyl)pyrazole). Starting materials: C(#N)C=1C=NN(C1N(C(=O)OC1=CC=CC=C1)C(=O)OC1=CC=CC=C1)C1=C(C(=C(C=C1)Cl)Cl)Cl (4-cyano-5-di(phenoxycarbonyl)amino-1-(2,3,4-trichlorophenyl)pyrazole). Reaction SMILES: [C:1]([C:3]1[CH:4]=[N:5][N:6]([C:27]2[CH:32]=[CH:31][C:30]([Cl:33])=[C:29]([Cl:34])[C:28]=2[Cl:35])[C:7]=1[N:8](C(OC1C=CC=CC=1)=O)[C:9]([O:11][C:12]1C=CC=CC=1)=[O:10])#[N:2]>CO>[C:1]([C:3]1[CH:4]=[N:5][N:6]([C:27]2[CH:32]=[CH:31][C:30]([Cl:33])=[C:29]([Cl:34])[C:28]=2[Cl:35])[C:7]=1[NH:8][C:9]([O:11][CH3:12])=[O:10])#[N:2]. The yield is 58.5%. Reaction SMILES: [NH:1]([C:21]([O:23][C:24]([CH3:27])([CH3:26])[CH3:25])=[O:22])[C@H:2]([C:7]([CH:9](C(OCC1C=CC=CC=1)=O)[F:10])=[O:8])[CH2:3][CH:4]([CH3:6])[CH3:5].C>C(O)C.[Pd]>[NH:1]([C:21]([O:23][C:24]([CH3:26])([CH3:25])[CH3:27])=[O:22])[C@H:2]([C:7]([CH2:9][F:10])=[O:8])[CH2:3][CH:4]([CH3:6])[CH3:5]. Isolated yield 65.9%. Reaction conditions: time 36 hour. Yields the product N([C@@H](CC(C)C)C(=O)CF)C(=O)OC(C)(C)C (Boc-LeuCH2F). Reported procedure: To a solution of Boc-LeuCHFCOOBzl (3.58 g, 9.39 mmol) in ethanol (50 mL) was added 10% palladium on active charcoal (0.36 g). The mixture was subjected to hydrogenolysis on a Parr shaker for 36 hours. The solution was filtered and the solvent was evaporated. The residue was dissolved in ethyl acetate (100 mL), washed with saturated aqueous NaHCO3 (50 mL), brine (50 mL), dried over MgSO4, filtered, and evaporated to give an almost colorless, viscous oil, Boc-LeuCH2F (1.53 g, 66%). The reagents and catalysts are [Pd] (palladium). The reactants are N([C@@H](CC(C)C)C(=O)C(F)C(=O)OCC1=CC=CC=C1)C(=O)OC(C)(C)C (Boc-LeuCHFCOOBzl), C (charcoal). Run in C(C)O (ethanol). Starting materials: C1=2C(=O)OC(NC1=CC=CC2)=O (isatoic anhydride), C(NN)(=O)OCC (ethyl carbazate), C(C)O (ethanol). The solvent is C(C)(=O)OCC (ethyl acetate). The product is NC1=C(C(=O)NNC(=O)OCC)C=CC=C1 (N-(2-aminobenzoyl)-N′-ethoxycarbonylhydrazine). Yield: 66.8%. RXN SMILES: [C:1]12[C:7](=[CH:8][CH:9]=[CH:10][CH:11]=1)[NH:6]C(=O)[O:4][C:2]2=O.[C:13]([O:17][CH2:18][CH3:19])(=[O:16])[NH:14][NH2:15].C(O)C>C(OCC)(=O)C>[NH2:6][C:7]1[CH:8]=[CH:9][CH:10]=[CH:11][C:1]=1[C:2]([NH:15][NH:14][C:13]([O:17][CH2:18][CH3:19])=[O:16])=[O:4]. Procedure details: A mixture of 16.3 g of isatoic anhydride, 10.4 g of ethyl carbazate and 50 ml of ethanol was heated to reflux for 3 hours. After the reaction mixture was allowed to cool to around room temperature, ethyl acetate was added thereto and the mixture was washed with water two times. The organic layer was dried over anhydrous sodium sulfate and concentrated under reduced pressure. The resulting residue was washed with methyl tert-butyl ether to obtain 14.9 g of N-(2-aminobenzoyl)-N′-ethoxycarbonylhydr... Starting materials: C(C)(C)(C)OC(NCC=1N(C(C2=CC=C(C=C2C1OCCCC)C(C)=O)=O)CC(C)C)=O (Tert-butyl(6-acetyl-4-butoxy-2-isobutyl-1-oxo-1,2-dihydro-3-isoquinolinyl)methylcarbamate), Cl (hydrogen chloride). Solvent: C(C)(=O)OCC (ethyl acetate). Conditions: time 1 hour. Product: Cl.C(C)(=O)C=1C=C2C(=C(N(C(C2=CC1)=O)CC(C)C)CN)OCCCC (6-acetyl-3-(aminomethyl)-4-butoxy-2-isobutyl-1(2H)-isoquinolinone hydrochloride). Isolated yield 90.9%. Reaction SMILES: C(OC(=O)[NH:7][CH2:8][C:9]1[N:10]([CH2:28][CH:29]([CH3:31])[CH3:30])[C:11](=[O:27])[C:12]2[C:17]([C:18]=1[O:19][CH2:20][CH2:21][CH2:22][CH3:23])=[CH:16][C:15]([C:24](=[O:26])[CH3:25])=[CH:14][CH:13]=2)(C)(C)C.[ClH:33]>C(OCC)(=O)C>[ClH:33].[C:24]([C:15]1[CH:16]=[C:17]2[C:12](=[CH:13][CH:14]=1)[C:11](=[O:27])[N:10]([CH2:28][CH:29]([CH3:31])[CH3:30])[C:9]([CH2:8][NH2:7])=[C:18]2[O:19][CH2:20][CH2:21][CH2:22][CH3:23])(=[O:26])[CH3:25] |f:3.4|. Procedure details: Tert-butyl(6-acetyl-4-butoxy-2-isobutyl-1-oxo-1,2-dihydro-3-isoquinolinyl)methylcarbamate (0.13 g, 0.3 mmol) was dissolved in a solution of 4N hydrogen chloride in ethyl acetate (5 ml). The solution was stirred at room temperature for 1 h. The reaction was concentrated under reduced pressure, and the precipitated crystals were recrystallized from methanol-diisopropyl ether to give 6-acetyl-3-(aminomethyl)-4-butoxy-2-isobutyl-1(2H)-isoquinolinone hydrochloride (0.10 g, 90.9%) as crystals.